Dataset: the Open Reaction Database (ORD), a public repository of structured organic reaction records. Task: describe an organic reaction: reactants, conditions, products, and yield The reactants are C, CC(C)(C)OC(=O)c1ccc(-c2ccccc2)cc1NC(=O)c1ccc(-n2cccn2)cc1OCc1ccccc1, CCOC(C)=O, CO, ClC(Cl)Cl, C1COCCO1, [Pd]. Yields the product CC(C)(C)OC(=O)c1ccc(-c2ccccc2)cc1NC(=O)c1ccc(-n2cccn2)cc1O. Reaction SMILES: [C:60].[CH2:1]([c:2]1[cH:3][cH:4][cH:5][cH:6][cH:7]1)[O:8][c:9]1[c:10]([C:11](=[O:12])[NH:13][c:14]2[c:15]([C:16](=[O:17])[O:18][C:19]([CH3:20])([CH3:21])[CH3:22])[cH:23][cH:24][c:25](-[c:27]3[cH:28][cH:29][cH:30][cH:31][cH:32]3)[cH:26]2)[cH:33][cH:34][c:35](-[n:37]2[n:38][cH:39][cH:40][cH:41]2)[cH:36]1.[CH3:52][CH2:53][O:54][C:55](=[O:56])[CH3:57].[CH3:58][OH:59].[CH:48]([Cl:49])([Cl:50])[Cl:51].[O:42]1[CH2:43][CH2:44][O:45][CH2:46][CH2:47]1.[Pd:61]>>[OH:8][c:9]1[c:10]([C:11](=[O:12])[NH:13][c:14]2[c:15]([C:16](=[O:17])[O:18][C:19]([CH3:20])([CH3:21])[CH3:22])[cH:23][cH:24][c:25](-[c:27]3[cH:28][cH:29][cH:30][cH:31][cH:32]3)[cH:26]2)[cH:33][cH:34][c:35](-[n:37]2[n:38][cH:39][cH:40][cH:41]2)[cH:36]1. The reactants are OC=1C=C2CCC(OC2=CC1)C(=O)OCC (racemic-ethyl 6-hydroxychroman-2-carboxylate), B(F)(F)F (boron trifluoride), C(C)(=O)O (acetic acid). Run at temperature 80 celsius. Product: C(C)OC(=O)C1OC2=C(CC1)C=C(C(=C2)C(C)=O)O (racemic-7-acetyl-6-hydroxy-3,4-dihydro-2H-1-benzopyran-2-carboxylic acid ethyl ester). Yield: 60.0%. RXN SMILES: [OH:1][C:2]1[CH:3]=[C:4]2[C:9](=[CH:10][CH:11]=1)[O:8][CH:7]([C:12]([O:14][CH2:15][CH3:16])=[O:13])[CH2:6][CH2:5]2.B(F)(F)F.[C:21](O)(=[O:23])[CH3:22]>>[CH2:15]([O:14][C:12]([CH:7]1[CH2:6][CH2:5][C:4]2[CH:3]=[C:2]([OH:1])[C:11]([C:21](=[O:23])[CH3:22])=[CH:10][C:9]=2[O:8]1)=[O:13])[CH3:16]. Reported procedure: Into a solution of 2.23 g of racemic-ethyl 6-hydroxychroman-2-carboxylate in 30 ml of acetic acid was introduced a stream of boron trifluoride gas at 20°-25° C. A cold water bath was used during the introduction of the gas (30-45 minutes) to control the temperature of the exothermic reaction. The cold bath was removed and the reaction mixture was heated at 80° C. for 5 hours; then the reaction mixture was cooled and carefully poured into a mixture of saturated bicarbonate and ice, and the produc... Reported procedure: From 2-bromo-N-(4-methoxy-7-morpholin-4-yl-benzothiazol-2-yl)-isonicotinamide with sodium methanethiolate in dioxane and DMF. ES-MS m/e (%): 417 (M+H+, 100). Solvent: CN(C)C=O (DMF), O1CCOCC1 (dioxane). Starting materials: BrC=1C=C(C(=O)NC=2SC3=C(N2)C(=CC=C3N3CCOCC3)OC)C=CN1 (2-bromo-N-(4-methoxy-7-morpholin-4-yl-benzothiazol-2-yl)-isonicotinamide), C[S-].[Na+] (sodium methanethiolate). The product is COC1=CC=C(C2=C1N=C(S2)NC(C2=CC(=NC=C2)SC)=O)N2CCOCC2 (N-(4-Methoxy-7-morpholin-4-yl-benzothiazol-2-yl)-2-methylsulfanyl-isonicotinamide). As a reaction SMILES: Br[C:2]1[CH:3]=[C:4]([CH:25]=[CH:26][N:27]=1)[C:5]([NH:7][C:8]1[S:9][C:10]2[C:16]([N:17]3[CH2:22][CH2:21][O:20][CH2:19][CH2:18]3)=[CH:15][CH:14]=[C:13]([O:23][CH3:24])[C:11]=2[N:12]=1)=[O:6].[CH3:28][S-:29].[Na+]>O1CCOCC1.CN(C=O)C>[CH3:24][O:23][C:13]1[C:11]2[N:12]=[C:8]([NH:7][C:5](=[O:6])[C:4]3[CH:25]=[CH:26][N:27]=[C:2]([S:29][CH3:28])[CH:3]=3)[S:9][C:10]=2[C:16]([N:17]2[CH2:22][CH2:21][O:20][CH2:19][CH2:18]2)=[CH:15][CH:14]=1 |f:1.2|. Starting materials: CCCCc1c(CCl)cnn1-c1ncc(C)c(-c2cccs2)n1, Cc1ncn(C)c1CO, [H-], [Na+], CN(C)C=O. Yields the product CCCCc1c(COCc2c(C)ncn2C)cnn1-c1ncc(C)c(-c2cccs2)n1. RXN SMILES: [CH2:12]([CH2:13][CH2:14][CH3:15])[c:16]1[c:17]([CH2:33][Cl:34])[cH:18][n:19][n:20]1-[c:21]1[n:22][cH:23][c:24]([CH3:32])[c:25](-[c:27]2[s:28][cH:29][cH:30][cH:31]2)[n:26]1.[CH3:1][n:2]1[cH:3][n:4][c:5]([CH3:9])[c:6]1[CH2:7][OH:8].[H-:11].[Na+:10].[O:35]=[CH:36][N:37]([CH3:38])[CH3:39]>>[CH3:1][n:2]1[cH:3][n:4][c:5]([CH3:9])[c:6]1[CH2:7][O:8][CH2:33][c:17]1[c:16]([CH2:12][CH2:13][CH2:14][CH3:15])[n:20](-[c:21]2[n:22][cH:23][c:24]([CH3:32])[c:25](-[c:27]3[s:28][cH:29][cH:30][cH:31]3)[n:26]2)[n:19][cH:18]1.